Dataset: the Open Reaction Database (ORD), a public repository of structured organic reaction records. Task: describe an organic reaction: reactants, conditions, products, and yield Starting materials: C(C1=CC=CC=C1)N([C@@H]1[C@@H](CN(CC1)C=1C=C(C(=O)OCC)C=C(C1)C)OC)C(=O)OCC1=CC=CC=C1 (Ethyl cis(±)-3-(4-{benzyl[(benzyloxy)carbonyl]amino}-3-methoxypiperidin-1-yl)-5-methylbenzoate). Reagents/catalysts: [C].[Pd] (palladium-carbon). Solvent: C(C)O (ethanol). Yields the product C(=O)[O-].[NH4+] (ammonium formate), N[C@@H]1[C@@H](CN(CC1)C=1C=C(C(=O)OCC)C=C(C1)C)OC (Ethyl cis(±)-3-(4-amino-3-methoxypiperidin-1-yl)-5-methylbenzoate). Yield: 2000.0%. As a reaction SMILES: C([N:8](C(OCC1C=CC=CC=1)=O)[C@H:9]1[CH2:14][CH2:13][N:12]([C:15]2[CH:16]=[C:17]([CH:23]=[C:24]([CH3:26])[CH:25]=2)[C:18]([O:20][CH2:21][CH3:22])=[O:19])[CH2:11][C@H:10]1[O:27][CH3:28])C1C=CC=CC=1>[C].[Pd].C(O)C>[CH:18]([O-:20])=[O:19].[NH4+:8].[NH2:8][C@H:9]1[CH2:14][CH2:13][N:12]([C:15]2[CH:16]=[C:17]([CH:23]=[C:24]([CH3:26])[CH:25]=2)[C:18]([O:20][CH2:21][CH3:22])=[O:19])[CH2:11][C@H:10]1[O:27][CH3:28] |f:1.2,4.5|. Reported procedure: The same operation as in Example (90d) was performed using ethyl cis(±)-3-(4-{benzyl[(benzyloxy)carbonyl]amino}-3-methoxypiperidin-1-yl)-5-methylbenzoate obtained in Example (259f) (126 mg, 0.24 mmol), a 10% palladium-carbon catalyst (63 mg), ammonium formate (155 mg, 2.4 mmol) and ethanol (5 mL), to obtain the title compound. The resulting compound was used for the next reaction without purification. Starting materials: CC1=C(C=C(C=C1)C=1OC(=NN1)C)C1=CC=C(C=C1)C(=O)O (2′-methyl-5′-(5-methyl-1,3,4-oxadiazol-2-yl)-1,1′-biphenyl-4-carboxylic acid), FC1=CC=C(C=C1)N (4-fluorophenylamine). Product: FC1=CC=C(C=C1)NC(=O)C1=CC=C(C=C1)C1=C(C=CC(=C1)C=1OC(=NN1)C)C (N-(4-Fluorophenyl)-2′-methyl-5′-(5-methyl-1,3,4-oxadiazol-2-yl)-1,1′-biphenyl-4-carboxamide). Reaction SMILES: [CH3:1][C:2]1[CH:7]=[CH:6][C:5]([C:8]2[O:9][C:10]([CH3:13])=[N:11][N:12]=2)=[CH:4][C:3]=1[C:14]1[CH:19]=[CH:18][C:17]([C:20]([OH:22])=O)=[CH:16][CH:15]=1.[F:23][C:24]1[CH:29]=[CH:28][C:27]([NH2:30])=[CH:26][CH:25]=1>>[F:23][C:24]1[CH:29]=[CH:28][C:27]([NH:30][C:20]([C:17]2[CH:16]=[CH:15][C:14]([C:3]3[CH:4]=[C:5]([C:8]4[O:9][C:10]([CH3:13])=[N:11][N:12]=4)[CH:6]=[CH:7][C:2]=3[CH3:1])=[CH:19][CH:18]=2)=[O:22])=[CH:26][CH:25]=1. Procedure: N-(4-Fluorophenyl)-2′-methyl-5′-(5-methyl-1,3,4-oxadiazol-2-yl)-1,1′-biphenyl-4-carboxamide was prepared from 2′-methyl-5′-(5-methyl-1,3,4-oxadiazol-2-yl)-1,1′-biphenyl-4-carboxylic acid and 4-fluorophenylamine using method 1. LCMS; retention time 3.55 min, MH+ 388.